describe an organic reaction: reactants, conditions, products, and yield From a dataset of the Open Reaction Database (ORD), a public repository of structured organic reaction records. RXN SMILES: [Cl:1][C:2]1[S:3][CH:4]=[C:5]([C:7]([OH:9])=O)[N:6]=1.[CH2:10]([O:12][C:13](=[O:22])[CH2:14][C:15]1[CH:20]=[CH:19][CH:18]=[C:17]([NH2:21])[CH:16]=1)[CH3:11]>>[CH2:10]([O:12][C:13](=[O:22])[CH2:14][C:15]1[CH:20]=[CH:19][CH:18]=[C:17]([NH:21][C:7]([C:5]2[N:6]=[C:2]([Cl:1])[S:3][CH:4]=2)=[O:9])[CH:16]=1)[CH3:11]. Starting materials: ClC=1SC=C(N1)C(=O)O (2-Chloro-thiazole-4-carboxylic acid), C(C)OC(CC1=CC(=CC=C1)N)=O ((3-Amino-phenyl)-acetic acid ethyl ester). Procedure: 2-Chloro-thiazole-4-carboxylic acid (79) (70 mg, 0.43 mmol) was coupled with ethyl ester (6) (77 mg, 0.43 mmol) following Method C to give the title compound. Product: C(C)OC(CC1=CC(=CC=C1)NC(=O)C=1N=C(SC1)Cl)=O ({3-[(2-Chloro-thiazole-4-carbonyl)-amino]-phenyl}-acetic acid ethyl ester). The yield is 45.1%. As a reaction SMILES: [OH:1][C:2]1[C:9]([O:10][CH3:11])=[CH:8][CH:7]=[CH:6][C:3]=1[CH:4]=[O:5].C([O-])([O-])=O.[K+].[K+].I[CH2:19][CH:20]([CH3:22])[CH3:21]>CN(C=O)C>[CH2:19]([O:1][C:2]1[C:9]([O:10][CH3:11])=[CH:8][CH:7]=[CH:6][C:3]=1[CH:4]=[O:5])[CH:20]([CH3:22])[CH3:21] |f:1.2.3|. Reaction conditions: time 18 hour. Run in CN(C)C=O (DMF), CN(C)C=O (DMF). Reactants: OC1=C(C=O)C=CC=C1OC (2-hydroxy-3-methoxybenzaldehyde), C(=O)([O-])[O-].[K+].[K+] (K2CO3), ICC(C)C (iodoisobutane), ICC(C)C (iodoisobutane). Procedure: A solution of 2-hydroxy-3-methoxybenzaldehyde (4.00 g, 26.2 mmol) in DMF (50 mL) was treated with K2CO3 (8.00 g, 57.9 mmol) followed by iodoisobutane (4.53 mL, 39.4 mmol). The resulting slurry was stirred for at ambient temperature for 18 h. Additional DMF (70 mL) was added to help aid stirring, and the mixture was heated to 40° C. for 18 h. Additional iodoisobutane (2.26 mL, 19.7 mmol) was added and the mixture was stirred at ambient temperature for 48 h. The reaction was quenched with H2O (100... Yields the product C(C(C)C)OC1=C(C=O)C=CC=C1OC (2-Isobutoxy-3-methoxybenzaldehyde). Reactants: Cl (hydrochloric acid), OO (hydrogen peroxide), Cl(=O)[O-].[Na+] (sodium chlorite), P(=O)(O)(O)[O-].[Na+] (sodium dihydrogen-phosphate), C(=O)C=1C=CC(=C(C1)CC(=O)OC)OCC(C)C (methyl 2-(5-formyl-2-isobutoxyphenyl)acetate). Run in O (water), O (water), O (water), C(Cl)(Cl)Cl (Chloroform), C(C)#N (acetonitrile). Conditions: temperature 7.5 celsius, time 3.5 hour. The product is COC(=O)CC=1C=C(C(=O)O)C=CC1OCC(C)C (3-(methoxycarbonylmethyl)-4-isobutoxybenzoic acid). Isolated yield 72.8%. RXN SMILES: [CH:1]([C:3]1[CH:4]=[CH:5][C:6]([O:14][CH2:15][CH:16]([CH3:18])[CH3:17])=[C:7]([CH2:9][C:10]([O:12][CH3:13])=[O:11])[CH:8]=1)=[O:2].P([O-])(O)(O)=[O:20].[Na+].OO.Cl([O-])=O.[Na+].Cl>C(#N)C.O.C(Cl)(Cl)Cl>[CH3:13][O:12][C:10]([CH2:9][C:7]1[CH:8]=[C:3]([CH:4]=[CH:5][C:6]=1[O:14][CH2:15][CH:16]([CH3:18])[CH3:17])[C:1]([OH:20])=[O:2])=[O:11] |f:1.2,4.5|. Reported procedure: In 8 ml of acetonitrile is dissolved 0.80 g of methyl 2-(5-formyl-2-isobutoxyphenyl)acetate. After successively adding 2.03 g of sodium dihydrogen-phosphate dissolved in 25 ml of water, 0.69 ml of 30% aqueous hydrogen peroxide and 0.73 g of sodium chlorite dissolved in 15 ml of water at a temperature of 5-10° C., the mixture thus obtained is stirred at 5-10° C. for 3.5 hours. Chloroform and water are added to the reaction mixture, pH is adjusted to 2.0 with 6 mol/L hydrochloric acid, and the org... Reactants: FC1=CC=C(C=C1)C1CCC(N1S(=O)(=O)C1=CC=C(C=C1)C)CCCC(=N)N ((2RS,5RS)-4-[5-(4-fluoro-phenyl)-1-(toluene-4-sulfonyl)-pyrrolidin-2-yl]-N-butyramidine). Solvent: CC(CC(C)=O)=O (pentan-2,4-dione). Product: FC1=CC=C(C=C1)C1CCC(N1S(=O)(=O)C1=CC=C(C=C1)C)CCCC1=NC(=CC(=N1)C)C ((2RS,5RS)-2-{3-[5-(4-Fluoro-phenyl)-1-(toluene-4-sulfonyl)-pyrrolidin-2-yl]-propyl}-4,6-dimethyl-pyrimidine). Isolated yield 73.7%. As a reaction SMILES: [F:1][C:2]1[CH:7]=[CH:6][C:5]([CH:8]2[N:12]([S:13]([C:16]3[CH:21]=[CH:20][C:19]([CH3:22])=[CH:18][CH:17]=3)(=[O:15])=[O:14])[CH:11]([CH2:23][CH2:24][CH2:25][C:26]([NH2:28])=[NH:27])[CH2:10][CH2:9]2)=[CH:4][CH:3]=1>CC(=O)CC(=O)C>[F:1][C:2]1[CH:7]=[CH:6][C:5]([CH:8]2[N:12]([S:13]([C:16]3[CH:21]=[CH:20][C:19]([CH3:22])=[CH:18][CH:17]=3)(=[O:14])=[O:15])[CH:11]([CH2:23][CH2:24][CH2:25][C:26]3[N:28]=[C:7]([CH3:6])[CH:2]=[C:3]([CH3:4])[N:27]=3)[CH2:10][CH2:9]2)=[CH:4][CH:3]=1. Procedure: A stirred solution of (2RS,5RS)-4-[5-(4-fluoro-phenyl)-1-(toluene-4-sulfonyl)-pyrrolidin-2-yl]-N-butyramidine (0.35 g, 0.87 mmol) in pentan-2,4-dione (7 ml) was heated for 3 h at 125° C. Evaporation and purification by column chromatography on silica gel (ethyl acetate) yielded the title compound (0.15 g, 38%) as a light yellow oil, MS: m/e=468.3 (M+H+). Procedure: (E)-N-(3-((2-amino-3-(4-(benzyloxy)phenyl)pyridin-4-yl)oxy)phenyl)-4-(dimethylamino)but-2-enamide was prepared from 4-chloro-3-iodopyridin-2-amine, 3-aminophenol, (4-(benzyloxy)phenyl)boronic acid, and (E)-4-(dimethylamino)but-2-enoic acid hydrochloride using methods A, C, and E. HPLC: 100%. MS: m/z=495 [M+H]+. 1H-NMR (DMSO-D6) δ 10.51 (s, 1H), 9.90 (broad s, 1H), 7.92 (d, 1H), 7.59 (s, 1H), 7.47-7.27 (m, 11H), 7.16 (d, 2H), 6.88 (s, 1H), 6.72 (m, 1H), 6.42 (d, 1H), 6.30 (d, 1H), 5.13 (s, 2H), 3... The product is NC1=NC=CC(=C1C1=CC=C(C=C1)OCC1=CC=CC=C1)OC=1C=C(C=CC1)NC(\C=C\CN(C)C)=O ((E)-N-(3-((2-amino-3-(4-(benzyloxy)phenyl)pyridin-4-yl)oxy)phenyl)-4-(dimethylamino)but-2-enamide). Starting materials: ClC1=C(C(=NC=C1)N)I (4-chloro-3-iodopyridin-2-amine), NC=1C=C(C=CC1)O (3-aminophenol), C(C1=CC=CC=C1)OC1=CC=C(C=C1)B(O)O ((4-(benzyloxy)phenyl)boronic acid), Cl.CN(C/C=C/C(=O)O)C ((E)-4-(dimethylamino)but-2-enoic acid hydrochloride). RXN SMILES: Cl[C:2]1[CH:7]=[CH:6][N:5]=[C:4]([NH2:8])[C:3]=1I.[NH2:10][C:11]1[CH:12]=[C:13]([OH:17])[CH:14]=[CH:15][CH:16]=1.[CH2:18]([O:25][C:26]1[CH:31]=[CH:30][C:29](B(O)O)=[CH:28][CH:27]=1)[C:19]1[CH:24]=[CH:23][CH:22]=[CH:21][CH:20]=1.Cl.[CH3:36][N:37]([CH3:44])[CH2:38]/[CH:39]=[CH:40]/[C:41](O)=[O:42]>>[NH2:8][C:4]1[C:3]([C:29]2[CH:30]=[CH:31][C:26]([O:25][CH2:18][C:19]3[CH:24]=[CH:23][CH:22]=[CH:21][CH:20]=3)=[CH:27][CH:28]=2)=[C:2]([O:17][C:13]2[CH:12]=[C:11]([NH:10][C:41](=[O:42])/[CH:40]=[CH:39]/[CH2:38][N:37]([CH3:44])[CH3:36])[CH:16]=[CH:15][CH:14]=2)[CH:7]=[CH:6][N:5]=1 |f:3.4|.